This data is from the Open Reaction Database (ORD), a public repository of structured organic reaction records. The task is: describe an organic reaction: reactants, conditions, products, and yield Starting materials: CCN(CC)c1ccccc1, COc1ccc[nH]c1=O, O, O=P(Cl)(Cl)Cl. Product: COc1cccnc1Cl. RXN SMILES: [CH2:15]([N:16]([CH2:17][CH3:18])[c:19]1[cH:20][cH:21][cH:22][cH:23][cH:24]1)[CH3:25].[CH3:1][O:2][c:3]1[c:4](=[O:9])[nH:5][cH:6][cH:7][cH:8]1.[OH2:26].[P:10]([Cl:11])([Cl:12])([Cl:13])=[O:14]>>[CH3:1][O:2][c:3]1[c:4]([Cl:12])[n:5][cH:6][cH:7][cH:8]1.